Task: describe an organic reaction: reactants, conditions, products, and yield. Dataset: the Open Reaction Database (ORD), a public repository of structured organic reaction records The reactants are BrC=1N=C(SC1C1=NN(C=N1)COCC[Si](C)(C)C)C=1C(=NN2C1C=CC=C2)C (3-[4-bromo-5-(1-{[2-(trimethylsilyl)ethoxy]methyl}-1H-1,2,4-triazol-3-yl)-1,3-thiazol-2-yl]-2-methylpyrazolo[1,5-a]pyridine), ClC1=CC=C(NC)C=C1 (p-Chloro-N-methylaniline), racemic 1,1′-binaphthalene-2,2′-diylbis(diphenylphosphine), CC(C)([O-])C.[Na+] (Sodium tert-butoxide), C1(=CC=CC=C1)C (Toluene). Reagents/catalysts: C=1C=CC(=CC1)/C=C/C(=O)/C=C/C2=CC=CC=C2.C=1C=CC(=CC1)/C=C/C(=O)/C=C/C2=CC=CC=C2.C=1C=CC(=CC1)/C=C/C(=O)/C=C/C2=CC=CC=C2.[Pd].[Pd] (Tris(dibenzylideneacetone)dipalladium(0)). Solvent: CCOC(=O)C.CCCCCC (EtOAc hexane). Run at temperature 112 celsius. Yields the product ClC1=CC=C(C=C1)N(C=1N=C(SC1C1=NN(C=N1)COCC[Si](C)(C)C)C=1C(=NN2C1C=CC=C2)C)C (N-(4-chlorophenyl)-N-methyl-2-(2-methylpyrazolo[1,5-a]pyridin-3-yl)-5-(1-{[2-(trimethylsilyl)ethoxy]methyl}-1H-1,2,4-triazol-3-yl)-1,3-thiazol-4-amine). Isolated yield 75.2%. As a reaction SMILES: Br[C:2]1[N:3]=[C:4]([C:20]2[C:21]([CH3:29])=[N:22][N:23]3[CH:28]=[CH:27][CH:26]=[CH:25][C:24]=23)[S:5][C:6]=1[C:7]1[N:11]=[CH:10][N:9]([CH2:12][O:13][CH2:14][CH2:15][Si:16]([CH3:19])([CH3:18])[CH3:17])[N:8]=1.[Cl:30][C:31]1[CH:38]=[CH:37][C:34]([NH:35][CH3:36])=[CH:33][CH:32]=1.CC(C)([O-])C.[Na+].C1(C)C=CC=CC=1>C1C=CC(/C=C/C(/C=C/C2C=CC=CC=2)=O)=CC=1.C1C=CC(/C=C/C(/C=C/C2C=CC=CC=2)=O)=CC=1.C1C=CC(/C=C/C(/C=C/C2C=CC=CC=2)=O)=CC=1.[Pd].[Pd].CCOC(C)=O.CCCCCC>[Cl:30][C:31]1[CH:38]=[CH:37][C:34]([N:35]([CH3:36])[C:2]2[N:3]=[C:4]([C:20]3[C:21]([CH3:29])=[N:22][N:23]4[CH:28]=[CH:27][CH:26]=[CH:25][C:24]=34)[S:5][C:6]=2[C:7]2[N:11]=[CH:10][N:9]([CH2:12][O:13][CH2:14][CH2:15][Si:16]([CH3:17])([CH3:18])[CH3:19])[N:8]=2)=[CH:33][CH:32]=1 |f:2.3,5.6.7.8.9,10.11|. Reported procedure: The mixture of 3-[4-bromo-5-(1-{[2-(trimethylsilyl)ethoxy]methyl}-1H-1,2,4-triazol-3-yl)-1,3-thiazol-2-yl]-2-methylpyrazolo[1,5-a]pyridine (0.0700 g, 0.142 mmol), p-Chloro-N-methylaniline (33.5 mg, 0.236 mmol), Tris(dibenzylideneacetone)dipalladium(0) (4.4 mg, 0.0048 mmol.), racemic 1,1′-binaphthalene-2,2′-diylbis(diphenylphosphine) (8.8 mg, 0.014 mmol) and Sodium tert-butoxide (22.7 mg, 0.236 mmol) in dry Toluene (2.0 mL, 19 mmol) was degassed by vacuum and backfilling with N2 for 5 times, soni...